describe an organic reaction: reactants, conditions, products, and yield From a dataset of the Open Reaction Database (ORD), a public repository of structured organic reaction records. Reported procedure: A solution of (5S)-7-methyl-2-[4-[3-(trifluoromethoxy)phenyl]-2-pyridyl]-1,7-diazaspiro[4.4]non-1-en-6-one (which may be prepared as described in Description 12) (5.77 g, 14.82 mmol) in DCM (75 mL) was cooled to −78° C. under nitrogen and a solution of borane tert-butylamine complex (1.43 g, 16.44 mmol) in DCM (15 ml) was added dropwise maintaining the internal temperature below −70° C. over 10 mins. The mixture was stirred at −78° C. for 90 mins and then the cooling bath was removed and 5M hydr... Starting materials: C([O-])([O-])=O.[Na+].[Na+] (sodium carbonate), Cl (hydrochloric acid), CN1C([C@]2(CCC(=N2)C2=NC=CC(=C2)C2=CC(=CC=C2)OC(F)(F)F)CC1)=O ((5S)-7-methyl-2-[4-[3-(trifluoromethoxy)phenyl]-2-pyridyl]-1,7-diazaspiro[4.4]non-1-en-6-one). The solvent is O (water), C(Cl)Cl (DCM), C(Cl)Cl (DCM), C(Cl)Cl (DCM). Reaction SMILES: [CH3:1][N:2]1[CH2:27][CH2:26][C@:4]2([N:8]=[C:7]([C:9]3[CH:14]=[C:13]([C:15]4[CH:20]=[CH:19][CH:18]=[C:17]([O:21][C:22]([F:25])([F:24])[F:23])[CH:16]=4)[CH:12]=[CH:11][N:10]=3)[CH2:6][CH2:5]2)[C:3]1=[O:28].Cl.C(=O)([O-])[O-].[Na+].[Na+]>C(Cl)Cl.O>[CH3:1][N:2]1[CH2:27][CH2:26][C@:4]2([NH:8][C@@H:7]([C:9]3[CH:14]=[C:13]([C:15]4[CH:20]=[CH:19][CH:18]=[C:17]([O:21][C:22]([F:24])([F:25])[F:23])[CH:16]=4)[CH:12]=[CH:11][N:10]=3)[CH2:6][CH2:5]2)[C:3]1=[O:28] |f:2.3.4|. The yield is 99.3%. Run at temperature -78 celsius, time 90 minute. Yields the product CN1C([C@]2(CC[C@@H](N2)C2=NC=CC(=C2)C2=CC(=CC=C2)OC(F)(F)F)CC1)=O ((2R,5S)-7-methyl-2-[4-[3-(trifluoromethoxy)phenyl]-2-pyridyl]-1,7-diazaspiro[4.4]nonan-6-one). Reactants: O=C([O-])O, ClCCl, [Na+], OCc1ccc(Oc2ccccc2)nc1, O=S(Cl)Cl. Yields the product ClCc1ccc(Oc2ccccc2)nc1. RXN SMILES: [C:20](=[O:21])([OH:22])[O-:23].[Cl:25][CH2:26][Cl:27].[Na+:24].[O:1]([c:2]1[cH:3][cH:4][cH:5][cH:6][cH:7]1)[c:8]1[cH:9][cH:10][c:11]([CH2:14][OH:15])[cH:12][n:13]1.[S:16]([Cl:17])([Cl:18])=[O:19]>>[O:1]([c:2]1[cH:3][cH:4][cH:5][cH:6][cH:7]1)[c:8]1[cH:9][cH:10][c:11]([CH2:14][Cl:18])[cH:12][n:13]1. Starting materials: ClC1=NC=NC(=C1C)C1=CC=C(C=C1)Cl (4-chloro-6-(4-chlorophenyl)-5-methylpyrimidine), CC1=C(OCC(=O)OCC)C=CC(=C1)CN(CCC)C1=NC=NC(=C1C)C1=CC=C(C=C1)C(F)(F)F (Ethyl (2-methyl-4-{[{5-methyl-6-[4-(trifluoromethyl)phenyl]pyrimidin-4-yl}(propyl)amino]methyl}phenoxy)acetate). Yields the product ClC1=CC=C(C=C1)C1=C(C(=NC=N1)N(CCC)CC1=CC(=C(OCC(=O)OCC)C=C1)C)C (Ethyl (4-{[[6-(4-chlorophenyl)-5-methylpyrimidin-4-yl](propyl)amino]methyl}-2-methylphenoxy)acetate). RXN SMILES: Cl[C:2]1[C:7]([CH3:8])=[C:6]([C:9]2[CH:14]=[CH:13][C:12]([Cl:15])=[CH:11][CH:10]=2)[N:5]=[CH:4][N:3]=1.[CH3:16][C:17]1[CH:29]=[C:28]([CH2:30][N:31](C2C(C)=C(C3C=CC(C(F)(F)F)=CC=3)N=CN=2)[CH2:32][CH2:33][CH3:34])[CH:27]=[CH:26][C:18]=1[O:19][CH2:20][C:21]([O:23][CH2:24][CH3:25])=[O:22]>>[Cl:15][C:12]1[CH:13]=[CH:14][C:9]([C:6]2[N:5]=[CH:4][N:3]=[C:2]([N:31]([CH2:30][C:28]3[CH:27]=[CH:26][C:18]([O:19][CH2:20][C:21]([O:23][CH2:24][CH3:25])=[O:22])=[C:17]([CH3:16])[CH:29]=3)[CH2:32][CH2:33][CH3:34])[C:7]=2[CH3:8])=[CH:10][CH:11]=1. Procedure details: Using 4-chloro-6-(4-chlorophenyl)-5-methylpyrimidine (167 mg, 0.7 mmol) and the synthetic procedure described for Intermediate 80. Purification by Biotage™ chromatography (Si, 40 g) eluting 9:1 cyclohexane:EtOAc afforded the title compound as a pale yellow oil (116 mg). Starting materials: CS(=O)(=O)Cl, Cc1ccccc1, COC(=O)c1ccc2c(C3CCCCC3)c3n(c2c1)CCOc1cc(OC2CCCNC2)ccc1-3, c1ccncc1. Product: COC(=O)c1ccc2c(C3CCCCC3)c3n(c2c1)CCOc1cc(OC2CCCN(S(C)(=O)=O)C2)ccc1-3. As a reaction SMILES: [CH3:36][S:37]([Cl:38])(=[O:39])=[O:40].[CH3:41][c:42]1[cH:43][cH:44][cH:45][cH:46][cH:47]1.[CH:1]1([c:7]2[c:8]3[c:9]([n:10]4[c:16]2-[c:15]2[c:14]([cH:20][c:19]([O:21][CH:22]5[CH2:23][NH:24][CH2:25][CH2:26][CH2:27]5)[cH:18][cH:17]2)[O:13][CH2:12][CH2:11]4)[cH:28][c:29]([C:32](=[O:33])[O:34][CH3:35])[cH:30][cH:31]3)[CH2:2][CH2:3][CH2:4][CH2:5][CH2:6]1.[cH:48]1[cH:49][cH:50][n:51][cH:52][cH:53]1>>[CH:1]1([c:7]2[c:8]3[c:9]([n:10]4[c:16]2-[c:15]2[c:14]([cH:20][c:19]([O:21][CH:22]5[CH2:23][N:24]([S:37]([CH3:36])(=[O:39])=[O:40])[CH2:25][CH2:26][CH2:27]5)[cH:18][cH:17]2)[O:13][CH2:12][CH2:11]4)[cH:28][c:29]([C:32](=[O:33])[O:34][CH3:35])[cH:30][cH:31]3)[CH2:2][CH2:3][CH2:4][CH2:5][CH2:6]1.